Dataset: the Open Reaction Database (ORD), a public repository of structured organic reaction records. Task: describe an organic reaction: reactants, conditions, products, and yield Starting materials: CC(=O)NC(Cc1cccc([N+](=O)[O-])c1)C(=O)O, Cl, [Na+], [OH-], O. The product is NC(Cc1cccc([N+](=O)[O-])c1)C(=O)O. RXN SMILES: [C:1](=[O:2])([CH3:3])[NH:4][CH:5]([CH2:6][c:7]1[cH:8][c:9]([N+:13](=[O:14])[O-:15])[cH:10][cH:11][cH:12]1)[C:16](=[O:17])[OH:18].[ClH:19].[Na+:22].[OH-:21].[OH2:20]>>[NH2:4][CH:5]([CH2:6][c:7]1[cH:8][c:9]([N+:13](=[O:14])[O-:15])[cH:10][cH:11][cH:12]1)[C:16](=[O:17])[OH:18]. The product is Cc1cc2n(Cc3ccccc3)c(C)nn2n1. Reactants: CC(=O)c1c(C)nn2nc(C)n(Cc3ccccc3)c12, CCO, Cl. RXN SMILES: [C:1](=[O:2])([CH3:3])[c:4]1[c:5]([CH3:20])[n:6][n:7]2[n:8][c:9]([CH3:19])[n:10]([CH2:12][c:13]3[cH:14][cH:15][cH:16][cH:17][cH:18]3)[c:11]12.[CH3:22][CH2:23][OH:24].[ClH:21]>>[cH:4]1[c:5]([CH3:20])[n:6][n:7]2[n:8][c:9]([CH3:19])[n:10]([CH2:12][c:13]3[cH:14][cH:15][cH:16][cH:17][cH:18]3)[c:11]12. The reactants are O=C([O-])[O-], C1CCNC1, CCNC(=O)c1ccc(-n2nnc(C(=O)NC3CC3)c2COS(C)(=O)=O)cc1, CCOCC, CC#N, CCOC(C)=O, [K+], [K+]. The product is CCNC(=O)c1ccc(-n2nnc(C(=O)NC3CC3)c2CN2CCCC2)cc1. As a reaction SMILES: [C:29](=[O:30])([O-:31])[O-:32].[CH2:35]1[CH2:36][CH2:37][NH:38][CH2:39]1.[CH3:1][S:2]([O:3][CH2:6][c:7]1[c:8]([C:23](=[O:24])[NH:25][CH:26]2[CH2:27][CH2:28]2)[n:9][n:10][n:11]1-[c:12]1[cH:13][cH:14][c:15]([C:18](=[O:19])[NH:20][CH2:21][CH3:22])[cH:16][cH:17]1)(=[O:4])=[O:5].[CH3:40][CH2:41][O:42][CH2:43][CH3:44].[CH3:45][C:46]#[N:47].[CH3:48][CH2:49][O:50][C:51](=[O:52])[CH3:53].[K+:33].[K+:34]>>[CH2:6]([c:7]1[c:8]([C:23](=[O:24])[NH:25][CH:26]2[CH2:27][CH2:28]2)[n:9][n:10][n:11]1-[c:12]1[cH:13][cH:14][c:15]([C:18](=[O:19])[NH:20][CH2:21][CH3:22])[cH:16][cH:17]1)[N:38]1[CH2:37][CH2:36][CH2:35][CH2:39]1. The reactants are COC(C(=NOC)C1=C(C=CC=C1)CBr)=O (Methyl-2-(2-bromomethylphenyl)-2-methoxyiminoacetate), resultant mixture, C(C)(=O)[O-].[K+] (potassium acetate), CN (methylamine). The solvent is C1CCOC1 (THF), O (water). Yields the product CNC(C(=NOC)C1=C(C=CC=C1)CO)=O (N-methyl-2-(2-hydroxymethylphenyl)-2-methoxyiminoacetamide). Isolated yield 67.6%. Reaction SMILES: C[O:2][C:3](=O)[C:4]([C:8]1C=[CH:12][CH:11]=[CH:10][C:9]=1CBr)=[N:5][O:6][CH3:7].[C:17]([O-:20])(=O)[CH3:18].[K+].[CH3:22][NH2:23]>C1COCC1.O>[CH3:22][NH:23][C:3](=[O:2])[C:4]([C:8]1[CH:9]=[CH:10][CH:11]=[CH:12][C:18]=1[CH2:17][OH:20])=[N:5][O:6][CH3:7] |f:1.2|. Reported procedure: Methyl-2-(2-bromomethylphenyl)-2-methoxyiminoacetate (2.00 g) and potassium acetate (1.37 g) were suspended in THF, and the suspension was heated under reflux for 3 hours. The reaction mixture was cooled to room temperature, and 30% methanolic methylamine (5.4 g) was added thereto. The resultant mixture was stirred for 10 hours, diluted with water and neutralized, followed by extraction with ethyl acetate. The solvent was dried and distilled off, and the residue was purified by silica gel column... The reactants are Cl.C1(CC1)COC1=C(C=CC(=C1)OC)C=1C2=C(N=CN1)C(=C(N2)C)C(=O)N[C@@H]2CNC[C@H]2O (4-[2-(cyclopropylmethoxy)-4-methoxyphenyl]-N-[(3R*,4R*)-4-hydroxypyrrolidin-3-yl]-6-methyl-5H-pyrrolo[3,2-d]pyrimidine-7-carboxamide hydrochloride), COCC(=O)Cl (methoxy-acetyl chloride). Product: C1(CC1)COC1=C(C=CC(=C1)OC)C=1C2=C(N=CN1)C(=C(N2)C)C(=O)N[C@@H]2CN(C[C@H]2O)C(COC)=O (4-[2-(Cyclopropylmethoxy)-4-methoxyphenyl]-N-[(3R*,4R*)-4-hydroxy-1-(methoxyacetyl)pyrrolidin-3-yl]-6-methyl-5H-pyrrolo[3,2-d]pyrimidine-7-carboxamide). Reaction SMILES: Cl.[CH:2]1([CH2:5][O:6][C:7]2[CH:12]=[C:11]([O:13][CH3:14])[CH:10]=[CH:9][C:8]=2[C:15]2[C:16]3[NH:23][C:22]([CH3:24])=[C:21]([C:25]([NH:27][C@H:28]4[C@H:32]([OH:33])[CH2:31][NH:30][CH2:29]4)=[O:26])[C:17]=3[N:18]=[CH:19][N:20]=2)[CH2:4][CH2:3]1.[CH3:34][O:35][CH2:36][C:37](Cl)=[O:38]>>[CH:2]1([CH2:5][O:6][C:7]2[CH:12]=[C:11]([O:13][CH3:14])[CH:10]=[CH:9][C:8]=2[C:15]2[C:16]3[NH:23][C:22]([CH3:24])=[C:21]([C:25]([NH:27][C@H:28]4[C@H:32]([OH:33])[CH2:31][N:30]([C:37](=[O:38])[CH2:36][O:35][CH3:34])[CH2:29]4)=[O:26])[C:17]=3[N:18]=[CH:19][N:20]=2)[CH2:4][CH2:3]1 |f:0.1|. Procedure: Starting from 4-[2-(cyclopropylmethoxy)-4-methoxyphenyl]-N-[(3R*,4R*)-4-hydroxypyrrolidin-3-yl]-6-methyl-5H-pyrrolo[3,2-d]pyrimidine-7-carboxamide hydrochloride (example D.f22) and commercially available methoxy-acetyl chloride the title compound is obtained as colorless solid. Reactants: NC1CCN(C(c2ccc(Br)cc2)c2ccccc2Cl)CC1, O=Cc1ccccn1. Yields the product Clc1ccccc1C(c1ccc(Br)cc1)N1CCC(N=Cc2ccccn2)CC1. RXN SMILES: [Br:1][c:2]1[cH:3][cH:4][c:5]([CH:8]([N:9]2[CH2:10][CH2:11][CH:12]([NH2:15])[CH2:13][CH2:14]2)[c:16]2[c:17]([Cl:22])[cH:18][cH:19][cH:20][cH:21]2)[cH:6][cH:7]1.[n:23]1[c:24]([CH:29]=[O:30])[cH:25][cH:26][cH:27][cH:28]1>>[Br:1][c:2]1[cH:3][cH:4][c:5]([CH:8]([N:9]2[CH2:10][CH2:11][CH:12]([N:15]=[CH:29][c:24]3[n:23][cH:28][cH:27][cH:26][cH:25]3)[CH2:13][CH2:14]2)[c:16]2[c:17]([Cl:22])[cH:18][cH:19][cH:20][cH:21]2)[cH:6][cH:7]1. The reactants are FC1=CC=C(C=C1)C1=C(N(C2=NC=CC=C21)C)C=CC(CC(CC(=O)OCC)O)O (Ethyl 7-[3-(4-fluorophenyl)-1-methyl-1H-pyrrolo[2,3-b]pyridin-2-yl]-3,5-dihydroxy-hept-6-enoate). Solvent: C(COCCO)O (diethylene glycol). Product: FC1=CC=C(C=C1)C1=CNC2=NC=CC=C21 (3-(4-fluorophenyl)-1H-pyrrolo[2,3-b]pyridine). Reaction SMILES: [F:1][C:2]1[CH:7]=[CH:6][C:5]([C:8]2[C:16]3[C:11](=[N:12][CH:13]=[CH:14][CH:15]=3)[N:10](C)[C:9]=2C=CC(O)CC(O)CC(OCC)=O)=[CH:4][CH:3]=1>C(O)COCCO>[F:1][C:2]1[CH:3]=[CH:4][C:5]([C:8]2[C:16]3[C:11](=[N:12][CH:13]=[CH:14][CH:15]=3)[NH:10][CH:9]=2)=[CH:6][CH:7]=1. Procedure details: In a vessel, under nitrogen, about 27 g of the crude product of Step 1, above, in about 300 ml of diethylene glycol is refluxed (at about 250°) for about 7 hours. The contents are cooled, and then quenched with water yielding a yellow precipitate. The precipitate is washed thoroughly with water, then once with petroleum ether. The product is dissolved in ethyl acetate, dried and then concentrated by evaporation until precipitation begins. The precipitate is recovered by filtration, and washed fi...